This data is from the Open Reaction Database (ORD), a public repository of structured organic reaction records. The task is: describe an organic reaction: reactants, conditions, products, and yield The reactants are ClC=1C(=C(C=CC1Cl)N=C=O)OC(F)F (3-chloro-4-monochlorodifluoromethoxy-phenyl isocyanate), ClC1=CC=C(C=C1)C1=NNCC1 (3-(4-chlorophenyl)-2-pyrazoline). Run in C1(=CC=CC=C1)C (toluene), C1(=CC=CC=C1)C (toluene). Conditions: temperature 80 celsius, time 2 hour. Yields the product ClC=1C(=C(C=CC1Cl)NC(=O)N1N=C(CC1)C1=CC=C(C=C1)Cl)OC(F)F (1-[(3-chloro-4-monochlorodifluoromethoxy-phenyl)-carbamoyl]-3-(4-chlorophenyl)-2-pyrazoline). Isolated yield 39.1%. RXN SMILES: [Cl:1][C:2]1[C:3]([O:12][CH:13]([F:15])[F:14])=[C:4]([N:9]=[C:10]=[O:11])[CH:5]=[CH:6][C:7]=1[Cl:8].[Cl:16][C:17]1[CH:22]=[CH:21][C:20]([C:23]2[CH2:27][CH2:26][NH:25][N:24]=2)=[CH:19][CH:18]=1>C1(C)C=CC=CC=1>[Cl:1][C:2]1[C:3]([O:12][CH:13]([F:15])[F:14])=[C:4]([NH:9][C:10]([N:25]2[CH2:26][CH2:27][C:23]([C:20]3[CH:21]=[CH:22][C:17]([Cl:16])=[CH:18][CH:19]=3)=[N:24]2)=[O:11])[CH:5]=[CH:6][C:7]=1[Cl:8]. Reported procedure: 12.7 g (0.05 mol) of 3-chloro-4-monochlorodifluoromethoxy-phenyl isocyanate in 20 ml of toluene were added, at 60° C., to a solution of 9 g (0.05 mol) of 3-(4-chlorophenyl)-2-pyrazoline in 60 ml of toluene. The batch was stirred for 2 hours at 80° C. On cooling to room temperature, the product precipitated and was filtered off. 8.5 g (39% of theory) of 1-[(3-chloro-4-monochlorodifluoromethoxy-phenyl)-carbamoyl]-3-(4-chlorophenyl)-2-pyrazoline with a melting point of 161° C. were obtained. Reactants: Cc1noc(C)c1Cn1cc(N2C(=O)NC(CC(=O)O)C2=O)cn1, Nc1ccccc1, CN(C)C=O. Yields the product Cc1noc(C)c1Cn1cc(N2C(=O)NC(CC(=O)Nc3ccccc3)C2=O)cn1. Reaction SMILES: [CH3:1][c:2]1[n:3][o:4][c:5]([CH3:24])[c:6]1[CH2:7][n:8]1[n:9][cH:10][c:11]([N:13]2[C:14](=[O:23])[NH:15][CH:16]([CH2:19][C:20](=[O:21])[OH:22])[C:17]2=[O:18])[cH:12]1.[NH2:25][c:26]1[cH:27][cH:28][cH:29][cH:30][cH:31]1.[O:32]=[CH:33][N:34]([CH3:35])[CH3:36]>>[CH3:1][c:2]1[n:3][o:4][c:5]([CH3:24])[c:6]1[CH2:7][n:8]1[n:9][cH:10][c:11]([N:13]2[C:14](=[O:23])[NH:15][CH:16]([CH2:19][C:20](=[O:22])[NH:25][c:26]3[cH:27][cH:28][cH:29][cH:30][cH:31]3)[C:17]2=[O:18])[cH:12]1.